Dataset: the Open Reaction Database (ORD), a public repository of structured organic reaction records. Task: describe an organic reaction: reactants, conditions, products, and yield Starting materials: ClC1=CC=C(OC)C=C1, OB(O)C1=C(C)C=C(C)C=C1C. Reagents/catalysts: O (water), O=P([O-])([O-])[O-].[K+].[K+].[K+] (K3PO4), C1=C\CC/C=C\CC/1.C1=C\CC/C=C\CC/1.[Ni] (Ni(cod)2), CN(c1cccc(c1c1ccccc1P(C1CCCCC1)C1CCCCC1)N(C)C)C (CPhos). Run in C1COCCO1 (dioxane), C1COCCO1 (dioxane), C1COCCO1 (dioxane), C1COCCO1 (dioxane). Reaction conditions: temperature 60 celsius, time 18 hour. Product: CC1=CC(C)=CC(C)=C1C2=CC=C(OC)C=C2. Yield: 0.0%. Reported procedure: pre-ligate Ni(cod)2 and phosphine ligand in dioxane for 15 minutes in a separate plate The reactants are Cl.C(C1=CC=CC=C1)N1C(=NC=C1)CCl (1-benzyl-2-chloromethylimidazole hydrochloride), C(CC(=O)OCC)(=O)OCC (Diethyl malonate), [Na] (sodium). Run in C(C)O (ethanol), C(C)O (ethanol), C(C)O (ethanol). Conditions: temperature 0 celsius. Yields the product C(=O)(OCC)C(C(=O)OCC)CC=1N(C=CN1)CC1=CC=CC=C1 (ethyl 2-carbethoxy-3-(1-benzyl-1H-imidazol-2-yl)propanoate). RXN SMILES: [C:1]([O:9][CH2:10][CH3:11])(=[O:8])[CH2:2][C:3]([O:5][CH2:6][CH3:7])=[O:4].[Na].Cl.[CH2:14]([N:21]1[CH:25]=[CH:24][N:23]=[C:22]1[CH2:26]Cl)[C:15]1[CH:20]=[CH:19][CH:18]=[CH:17][CH:16]=1>C(O)C>[C:1]([CH:2]([CH2:26][C:22]1[N:21]([CH2:14][C:15]2[CH:20]=[CH:19][CH:18]=[CH:17][CH:16]=2)[CH:25]=[CH:24][N:23]=1)[C:3]([O:5][CH2:6][CH3:7])=[O:4])([O:9][CH2:10][CH3:11])=[O:8] |f:2.3,^1:11|. Procedure details: Diethyl malonate (52.45 g) in ethanol (50 ml) was added dropwise to a solution of sodium (11.3 g) in dry ethanol (300 ml) with stirring. The mixture was cooled to 0° C. and a solution of 1-benzyl-2-chloromethylimidazole hydrochloride (40.0 g, prepared as described in J.A.C.S. 1949, 383) in dry ethanol (250 ml) was added over 30 minutes with stirring. The mixture was stirred at ambient temperature for 2 hours and then the ethanol removed under reduced pressure. Ice cold 2M hydrochloric acid (400 ... The reactants are ClC1=C(C(=CC=C1)Cl)C=1SC=2C=[N+](C=C(C2N1)F)[O-] (2-(2,6-dichlorophenyl)-7-fluorothiazolo[5,4-c]pyridine 5-oxide), P(=O)(Cl)(Cl)Cl (phosphoryl chloride), P(=O)(Cl)(Cl)Cl (phosphoryl chloride), ClC1=C(C(=CC=C1)Cl)C=1SC=2C=[N+](C=C(C2N1)F)[O-] (2-(2,6-dichlorophenyl)-7-fluorothiazolo[5,4-c]pyridine 5-oxide). Run at time 15 minute. Product: ClC1=NC=C(C2=C1SC(=N2)C2=C(C=CC=C2Cl)Cl)F (4-Chloro-2-(2,6-dichlorophenyl)-7-fluorothiazolo[5,4-c]pyridine). Isolated yield 49.0%. As a reaction SMILES: [Cl:1][C:2]1[CH:7]=[CH:6][CH:5]=[C:4]([Cl:8])[C:3]=1[C:9]1[S:10][C:11]2[CH:12]=[N+:13]([O-])[CH:14]=[C:15]([F:18])[C:16]=2[N:17]=1.P(Cl)(Cl)([Cl:22])=O>>[Cl:22][C:12]1[C:11]2[S:10][C:9]([C:3]3[C:2]([Cl:1])=[CH:7][CH:6]=[CH:5][C:4]=3[Cl:8])=[N:17][C:16]=2[C:15]([F:18])=[CH:14][N:13]=1. Procedure: A stirred solution of 2-(2,6-dichlorophenyl)-7-fluorothiazolo[5,4-c]pyridine 5-oxide (0.095 g, 0.30 mmol) in phosphoryl chloride (3 mL) was heated under reflux for 0.5 hour and then at 110° C. for 15 minutes. The reaction was repeated on a larger scale by reacting 2-(2,6-dichlorophenyl)-7-fluorothiazolo[5,4-c]pyridine 5-oxide (6.4 g, 17.0 mmol) with phosphoryl chloride (100 mL) and by heating the mixture under reflux for 30 minutes. After cooling to room temperature, the mixture was left standin... The reactants are ClC=1C=C(C2=C(OCCCO2)C1)C(=O)OC (methyl 8-chloro-3,4-dihydro-2H-1,5-benzodioxepin-6-carboxylate), [OH-].[K+] (KOH), Cl (HCl). Run in O (water). The product is ClC=1C=C(C2=C(OCCCO2)C1)C(=O)O (8-chloro-3,4-dihydro-2H-1,5-benzodioxepin-6-carboxylic acid). Isolated yield 84.0%. RXN SMILES: [Cl:1][C:2]1[CH:3]=[C:4]([C:13]([O:15]C)=[O:14])[C:5]2[O:11][CH2:10][CH2:9][CH2:8][O:7][C:6]=2[CH:12]=1.[OH-].[K+].Cl>O>[Cl:1][C:2]1[CH:3]=[C:4]([C:13]([OH:15])=[O:14])[C:5]2[O:11][CH2:10][CH2:9][CH2:8][O:7][C:6]=2[CH:12]=1 |f:1.2|. Reported procedure: A mixture of intermediate (5) (0.25 mol) and KOH (1 mol) in water (650 ml) was stirred and refluxed for 2 hours. The reaction mixture was cooled, acidified with HCl and the resulting precipitate was filtered off, washed with water, and dried, yielding 48 g of 8-chloro-3,4-dihydro-2H-1,5-benzodioxepin-6-carboxylic acid (intermediate 6). Starting materials: CC1=CC=C(C=C1)S(=O)(=O)OC[C@@H]1[C@H]([C@@H]([C@H]([C@]2(O1)OCC1=CC(=C(C=C12)CC1=CC=C(C=C1)CC)Cl)O)O)O (((1S,3′R,4′S,5′S,6′R)-5-chloro-6-(4-ethylbenzyl)-3′,4′,5′-trihydroxy-3′,4′,5′,6′-tetrahydro-3H-spiro[isobenzofuran-1,2′-pyran]-6′-yl)methyl 4-methylbenzenesulfonate), [N-]=[N+]=[N-].[Na+] (sodium azide), O (water). The reagents and catalysts are CCCC[N+](CCCC)(CCCC)CCCC.[I-] (TBAI). Run in CN(C)C=O (DMF). Run at temperature 60 celsius. Yields the product N(=[N+]=[N-])C[C@@H]1[C@H]([C@@H]([C@H]([C@]2(O1)OCC1=CC(=C(C=C12)CC1=CC=C(C=C1)CC)Cl)O)O)O ((1S,3′R,4′S,5′S,6′R)-6′-(azidomethyl)-5-chloro-6-(4-ethylbenzyl)-3′,4′,5′,6′-tetrahydro-3H-spiro[isobenzofuran-1,2′-pyran]-3′,4′,5′-triol). Isolated yield 78.2%. RXN SMILES: CC1C=CC(S(O[CH2:12][C@H:13]2[O:18][C@@:17]3([C:26]4[C:21](=[CH:22][C:23]([Cl:36])=[C:24]([CH2:27][C:28]5[CH:33]=[CH:32][C:31]([CH2:34][CH3:35])=[CH:30][CH:29]=5)[CH:25]=4)[CH2:20][O:19]3)[C@H:16]([OH:37])[C@@H:15]([OH:38])[C@@H:14]2[OH:39])(=O)=O)=CC=1.[N-:40]=[N+:41]=[N-:42].[Na+].O>CN(C=O)C.CCCC[N+](CCCC)(CCCC)CCCC.[I-]>[N:40]([CH2:12][C@H:13]1[O:18][C@@:17]2([C:26]3[C:21](=[CH:22][C:23]([Cl:36])=[C:24]([CH2:27][C:28]4[CH:33]=[CH:32][C:31]([CH2:34][CH3:35])=[CH:30][CH:29]=4)[CH:25]=3)[CH2:20][O:19]2)[C@H:16]([OH:37])[C@@H:15]([OH:38])[C@@H:14]1[OH:39])=[N+:41]=[N-:42] |f:1.2,5.6|. Procedure: To a solution of ((1S,3′R,4′S,5′S,6′R)-5-chloro-6-(4-ethylbenzyl)-3′,4′,5′-trihydroxy-3′,4′,5′,6′-tetrahydro-3H-spiro[isobenzofuran-1,2′-pyran]-6′-yl)methyl 4-methylbenzenesulfonate (38 mg, 0.066 mmol) in 1 mL of DMF was added sodium azide (22 mg, 0.338 mmol) and a catalytic amount of TBAI. The solution was warmed to 60° C. and kept at the same temperature overnight. 5 mL of water was added and the solution was extracted with ethyl acetate. The combined organic layers were washed with brine prio...